From a dataset of the Open Reaction Database (ORD), a public repository of structured organic reaction records. describe an organic reaction: reactants, conditions, products, and yield Reactants: [Cl-].[Al+3].[Cl-].[Cl-] (aluminium chloride), ClCCCCC(=O)Cl (5-chlorovaleryl chloride), N1C=CC=C1 (pyrrole). Solvent: ClCCCl (1,2-dichloroethane), ClCCCl (1,2-dichloroethane). Run at time 2 hour. The product is ClCCCCC(=O)C=1NC=CC1 (2-(5-chloropentanoyl)-1H-pyrrole). As a reaction SMILES: [Cl-].[Al+3].[Cl-].[Cl-].[Cl:5][CH2:6][CH2:7][CH2:8][CH2:9][C:10](Cl)=[O:11].[NH:13]1[CH:17]=[CH:16][CH:15]=[CH:14]1>ClCCCl>[Cl:5][CH2:6][CH2:7][CH2:8][CH2:9][C:10]([C:14]1[NH:13][CH:17]=[CH:16][CH:15]=1)=[O:11] |f:0.1.2.3|. Reported procedure: A solution of 26.7 g (0.200 mol) of aluminium chloride and 31 g (0.200 mol) of 5-chlorovaleryl chloride in 200 ml of 1,2-dichloroethane is added slowly to a solution of 13.4 g (0.200 mol) of pyrrole in 250 ml of 1,2-dichloroethane. The reaction medium is stirred for 2 h at room temperature and is poured onto ice-cold hydrochloric acid. After extraction with methylene chloride, a red-brown oil is obtained. Starting materials: COC(CC1(SC=CN1)C1=CC=NC=C1)=O (2-(4-pyridyl)-thiazole acetic acid methyl ester), LiOH monohydrate, O (H2O). Run in CO (MeOH). Reaction conditions: temperature 75 celsius. The product is N1=CC=C(C=C1)C1(SC=CN1)CC(=O)O (2-(4-pyridyl)-thiazole acetic acid). Reaction SMILES: C[O:2][C:3](=[O:16])[CH2:4][C:5]1([C:10]2[CH:15]=[CH:14][N:13]=[CH:12][CH:11]=2)[NH:9][CH:8]=[CH:7][S:6]1.O>CO>[N:13]1[CH:12]=[CH:11][C:10]([C:5]2([CH2:4][C:3]([OH:16])=[O:2])[NH:9][CH:8]=[CH:7][S:6]2)=[CH:15][CH:14]=1. Procedure details: In a 100-mL, round-bottomed flask was placed 2-(4-pyridyl)-thiazole acetic acid methyl ester (Step a, 818 mg, 3.5 mmol), LiOH monohydrate (154 mg, 3.67 mmol) in MeOH (20 mL), and H2O (2 mL). The solution was heated to 75° C. for 2 h, cooled to RT, and concentrated. The resulting yellow solid was dissolved in H2O (10 mL) and extracted with EtOAc (15 mL). The aqueous layer was acidified with 1N aqueous HCl (3.67 mL). The resulting precipitate was filtered, and washed with H2O (10 mL) to afford 2-(... Reactants: FC1=CC=C(C=C1)N1N=CC2=C1C=C1CCN(C[C@]1(C2)C=O)S(=O)(=O)C2=CC=C(C=C2)C(F)(F)F ((R)-1-(4-fluorophenyl)-6-((4-(trifluoromethyl)phenyl)sulfonyl)-4,4a,5,6,7,8-hexahydro-1H-pyrazolo[3,4-g]isoquinoline-4a-carbaldehyde), O (water), BrC=1N(C=CN1)C (2-Bromo-1-methyl-1H-imidazole), C(CCC)[Li] (Butyl lithium). Solvent: C(C)OCC (diethyl ether), C(C)OCC (diethyl ether). Run at temperature -75 celsius, time 1 hour. Product: FC1=CC=C(C=C1)N1N=CC2=C1C=C1CCN(C[C@]1(C2)C(O)C=2N(C=CN2)C)S(=O)(=O)C2=CC=C(C=C2)C(F)(F)F ((R)-(1-(4-fluorophenyl)-6-((4-(trifluoromethyl)phenyl)sulfonyl)-4,4a,5,6,7,8-hexahydro-1H-pyrazolo[3,4-g]isoquinolin-4a-yl)(1-methyl-1H-imidazol-2-yl)-(R/S)-methanol). Isolated yield 29.1%. RXN SMILES: Br[C:2]1[N:3]([CH3:7])[CH:4]=[CH:5][N:6]=1.C([Li])CCC.[F:13][C:14]1[CH:19]=[CH:18][C:17]([N:20]2[C:24]3[CH:25]=[C:26]4[C@:31]([CH:33]=[O:34])([CH2:32][C:23]=3[CH:22]=[N:21]2)[CH2:30][N:29]([S:35]([C:38]2[CH:43]=[CH:42][C:41]([C:44]([F:47])([F:46])[F:45])=[CH:40][CH:39]=2)(=[O:37])=[O:36])[CH2:28][CH2:27]4)=[CH:16][CH:15]=1.O>C(OCC)C>[F:13][C:14]1[CH:19]=[CH:18][C:17]([N:20]2[C:24]3[CH:25]=[C:26]4[C@:31]([CH:33]([C:2]5[N:3]([CH3:7])[CH:4]=[CH:5][N:6]=5)[OH:34])([CH2:32][C:23]=3[CH:22]=[N:21]2)[CH2:30][N:29]([S:35]([C:38]2[CH:39]=[CH:40][C:41]([C:44]([F:47])([F:45])[F:46])=[CH:42][CH:43]=2)(=[O:37])=[O:36])[CH2:28][CH2:27]4)=[CH:16][CH:15]=1. Procedure details: 2-Bromo-1-methyl-1H-imidazole (47 μL, 0.48 mmol) was dissolved in diethyl ether (2 mL) and cooled to −75° C. under argon. Butyl lithium (2.5 M in hexanes; 192 μL, 0.48 mmol) was added dropwise and the mixture stirred at −75° C. for 1 hour. A solution of (R)-1-(4-fluorophenyl)-6-((4-(trifluoromethyl)phenyl)sulfonyl)-4,4a,5,6,7,8-hexahydro-1H-pyrazolo[3,4-g]isoquinoline-4a-carbaldehyde (252 mg, 0.5 mmol) in diethyl ether (2 mL) was added dropwise. The reaction mixture was stirred for 16 hours whil... The reactants are N1N=CC2=C(C=CC=C12)C=1N=C(C2=C(N1)C=C(S2)COC)N2CCOCC2 (2-(1H-indazol-4-yl)-6-(methoxymethyl)-4-morpholinothieno[3,2-d]pyrimidine), ClC=1N=C(C2=C(N1)C=C(S2)CO)N2CCOCC2 ((2-chloro-4-morpholin-4-yl-thieno[3,2-d]pyrimidin-6-yl)-methanol), N1=C(C=CC=C1)CCl (2-picolyl chloride). Solvent: CN(C)C=O (DMF), [H-].[Na+] (sodium hydride). The product is ClC=1N=C(C2=C(N1)C=C(S2)COCC2=NC=CC=C2)N2CCOCC2 (4-(2-chloro-6-((pyridin-2-ylmethoxy)methyl)thieno[3,2-d]pyrimidin-4-yl)morpholine). RXN SMILES: N1C2C(=C(C3N=[C:12]([N:22]4[CH2:27][CH2:26]OCC4)[C:13]4SC(COC)=[CH:16][C:14]=4N=3)C=CC=2)C=N1.[Cl:28][C:29]1[N:30]=[C:31]([N:40]2[CH2:45][CH2:44][O:43][CH2:42][CH2:41]2)[C:32]2[S:37][C:36]([CH2:38][OH:39])=[CH:35][C:33]=2[N:34]=1.N1C=CC=CC=1CCl>CN(C=O)C.[H-].[Na+]>[Cl:28][C:29]1[N:30]=[C:31]([N:40]2[CH2:41][CH2:42][O:43][CH2:44][CH2:45]2)[C:32]2[S:37][C:36]([CH2:38][O:39][CH2:26][C:27]3[CH:16]=[CH:14][CH:13]=[CH:12][N:22]=3)=[CH:35][C:33]=2[N:34]=1 |f:4.5|. Procedure details: Following the procedures for compound 314, (2-chloro-4-morpholin-4-yl-thieno[3,2-d]pyrimidin-6-yl)-methanol in DMF and sodium hydride was alkylated with 2-picolyl chloride to give 4-(2-chloro-6-((pyridin-2-ylmethoxy)methyl)thieno[3,2-d]pyrimidin-4-yl)morpholine. Suzuki coupling of 4-(2-chloro-6-((pyridin-2-ylmethoxy)methyl)thieno[3,2-d]pyrimidin-4-yl)morpholine and 7 was carried out via General Procedure A. Purification using column chromatography gave 317. NMR: CDCl3: 3.80-3.90 (4 H, m, CH2), 4...